Dataset: the Open Reaction Database (ORD), a public repository of structured organic reaction records. Task: describe an organic reaction: reactants, conditions, products, and yield Reactants: [Li]CCCC (BuLi), IC1=CC=C(C=C1)S(=O)(=O)N1CCOCC1 (4-[(4-Iodophenyl)sulphonyl]morpholine), B(OC(C)C)(OC(C)C)OC(C)C (triisopropyl borate), solution, Cl (HCl). Solvent: CCCCCC (hexane), C1CCOC1 (THF). Run at temperature -60 celsius, time 45 minute. The product is N1(CCOCC1)S(=O)(=O)C1=CC=C(C=C1)B(O)O ([4-(Morpholin4-ylsulphonyl)phenyl]boronic acid). As a reaction SMILES: I[C:2]1[CH:7]=[CH:6][C:5]([S:8]([N:11]2[CH2:16][CH2:15][O:14][CH2:13][CH2:12]2)(=[O:10])=[O:9])=[CH:4][CH:3]=1.[B:17](OC(C)C)([O:22]C(C)C)[O:18]C(C)C.[Li]CCCC.Cl>C1COCC1.CCCCCC>[N:11]1([S:8]([C:5]2[CH:6]=[CH:7][C:2]([B:17]([OH:22])[OH:18])=[CH:3][CH:4]=2)(=[O:10])=[O:9])[CH2:16][CH2:15][O:14][CH2:13][CH2:12]1. Reported procedure: To a solution of 25 g of the compound obtained in Step A (70.8 mmol) and 26 ml of triisopropyl borate in 400 ml of THF cooled to −60° C. there are added, dropwise, over 45 minutes and under a gentle current of nitrogen, 53 ml of a 1.6M solution of BuLi (84.9 mmol) in hexane. The reaction solution is then stirred for 1 hour 30 minutes at −60° C. and is subsequently returned to ambient temperature over 2 hours. The reaction mixture is treated with about 100 ml of 1N HCl and is extracted 3 times wi... Starting materials: CO, CCO, CCOC(=O)CC1CCC(CN(CC)Cc2ccc(C(F)(F)F)cc2CN2C(=O)OC(c3cc(C(F)(F)F)cc(C(F)(F)F)c3)C2C)CC1, [K+], [OH-], O. Yields the product CCN(Cc1ccc(C(F)(F)F)cc1CN1C(=O)OC(c2cc(C(F)(F)F)cc(C(F)(F)F)c2)C1C)CC1CCC(CC(=O)O)CC1. RXN SMILES: [CH3:52][OH:53].[CH3:54][CH2:55][OH:56].[F:1][C:2]([c:3]1[cH:4][c:5]([CH:13]2[CH:14]([CH3:47])[N:15]([CH2:19][c:20]3[c:21]([CH2:22][N:23]([CH2:24][CH3:25])[CH2:26][CH:27]4[CH2:28][CH2:29][CH:30]([CH2:33][C:34](=[O:35])[O:36][CH2:37][CH3:38])[CH2:31][CH2:32]4)[cH:39][cH:40][c:41]([C:43]([F:44])([F:45])[F:46])[cH:42]3)[C:16](=[O:18])[O:17]2)[cH:6][c:7]([C:9]([F:10])([F:11])[F:12])[cH:8]1)([F:48])[F:49].[K+:51].[OH-:50].[OH2:57]>>[F:1][C:2]([c:3]1[cH:4][c:5]([CH:13]2[CH:14]([CH3:47])[N:15]([CH2:19][c:20]3[c:21]([CH2:22][N:23]([CH2:24][CH3:25])[CH2:26][CH:27]4[CH2:28][CH2:29][CH:30]([CH2:33][C:34](=[O:35])[OH:36])[CH2:31][CH2:32]4)[cH:39][cH:40][c:41]([C:43]([F:44])([F:45])[F:46])[cH:42]3)[C:16](=[O:18])[O:17]2)[cH:6][c:7]([C:9]([F:10])([F:11])[F:12])[cH:8]1)([F:48])[F:49]. The reactants are C=Cc1ccccc1-n1c(N2CCN(C(=O)OC(C)(C)C)CC2)nc2c1c(=O)n(COC(=O)C(C)(C)C)c(=O)n2C, CO, Cl, [H-], [Na+]. Yields the product C=Cc1ccccc1-n1c(N2CCN(C(=O)OC(C)(C)C)CC2)nc2c1c(=O)[nH]c(=O)n2C. As a reaction SMILES: [C:1]([CH3:2])([CH3:3])([CH3:4])[O:5][C:6](=[O:7])[N:8]1[CH2:9][CH2:10][N:11]([c:14]2[n:15][c:16]3[n:17]([CH3:41])[c:18](=[O:40])[n:19]([CH2:32][O:33][C:34](=[O:35])[C:36]([CH3:37])([CH3:38])[CH3:39])[c:20](=[O:31])[c:21]3[n:22]2-[c:23]2[c:24]([CH:29]=[CH2:30])[cH:25][cH:26][cH:27][cH:28]2)[CH2:12][CH2:13]1.[CH3:45][OH:46].[ClH:44].[H-:42].[Na+:43]>>[C:1]([CH3:2])([CH3:3])([CH3:4])[O:5][C:6](=[O:7])[N:8]1[CH2:9][CH2:10][N:11]([c:14]2[n:15][c:16]3[n:17]([CH3:41])[c:18](=[O:40])[nH:19][c:20](=[O:31])[c:21]3[n:22]2-[c:23]2[c:24]([CH:29]=[CH2:30])[cH:25][cH:26][cH:27][cH:28]2)[CH2:12][CH2:13]1. Starting materials: CCOC(=O)Cc1ccc(OC)c(-c2cc3ccccc3nc2CNCc2ccccc2)c1, CC(=O)OC(C)=O. Yields the product CCOC(=O)Cc1ccc(OC)c(-c2cc3ccccc3nc2CN(Cc2ccccc2)C(C)=O)c1. Reaction SMILES: [CH2:1]([CH3:2])[O:3][C:4]([CH2:5][c:6]1[cH:7][c:8](-[c:14]2[c:15]([CH2:24][NH:25][CH2:26][c:27]3[cH:28][cH:29][cH:30][cH:31][cH:32]3)[n:16][c:17]3[cH:18][cH:19][cH:20][cH:21][c:22]3[cH:23]2)[c:9]([O:12][CH3:13])[cH:10][cH:11]1)=[O:33].[CH3:34][C:35](=[O:36])[O:37][C:38](=[O:39])[CH3:40]>>[CH2:1]([CH3:2])[O:3][C:4]([CH2:5][c:6]1[cH:7][c:8](-[c:14]2[c:15]([CH2:24][N:25]([CH2:26][c:27]3[cH:28][cH:29][cH:30][cH:31][cH:32]3)[C:35]([CH3:34])=[O:36])[n:16][c:17]3[cH:18][cH:19][cH:20][cH:21][c:22]3[cH:23]2)[c:9]([O:12][CH3:13])[cH:10][cH:11]1)=[O:33]. Reactants: COC=1C=C(C=CC1OC)C(C(=O)NN)(C)C (2-(3,4-dimethoxyphenyl)-2-methylpropanehydrazide), FC1=CC=C(C=C1)N=C=S (4-fluorophenyl isothiocyanate). The solvent is CCO (EtOH). The product is COC=1C=C(C=CC1OC)C(C(=O)NNC(NC1=CC=C(C=C1)F)=S)(C)C (2-(2-(3,4-dimethoxyphenyl)-2-methylpropanoyl)-N-(4-fluorophenyl)hydrazinecarbothioamide). Isolated yield 71.9%. Reaction SMILES: [CH3:1][O:2][C:3]1[CH:4]=[C:5]([C:11]([CH3:17])([CH3:16])[C:12]([NH:14][NH2:15])=[O:13])[CH:6]=[CH:7][C:8]=1[O:9][CH3:10].[F:18][C:19]1[CH:24]=[CH:23][C:22]([N:25]=[C:26]=[S:27])=[CH:21][CH:20]=1>CCO>[CH3:1][O:2][C:3]1[CH:4]=[C:5]([C:11]([CH3:17])([CH3:16])[C:12]([NH:14][NH:15][C:26](=[S:27])[NH:25][C:22]2[CH:23]=[CH:24][C:19]([F:18])=[CH:20][CH:21]=2)=[O:13])[CH:6]=[CH:7][C:8]=1[O:9][CH3:10]. Reported procedure: A mixture of 2-(3,4-dimethoxyphenyl)-2-methylpropanehydrazide (1.04 g, 4.37 mmol) and 4-fluorophenyl isothiocyanate (1.34 g, 8.73 mmol) in EtOH (30 mL) was heated at reflux 2 h. The reaction mixture was cooled and filtered. The filtrate was concentrated in vacuo and the residue was triturated with Et2O. The solids were collected by filtration and dried in vacuo to give 2-(2-(3,4-dimethoxyphenyl)-2-methylpropanoyl)-N-(4-fluorophenyl)hydrazinecarbothioamide (1.23 g, 72%). 1H NMR (400 MHz, DMSO-d6)... Reactants: ClC1=CC=C2C(=CNC2=C1)C(=O)N1CCC(CC1)C1=CC=CC=2CCOC21 ((6-chloro-1H-indol-3-yl)-[4-(2,3-dihydro-benzofuran-7-yl)-piperidin-1-yl]-methanone), ClCC(=O)NC (2-chloro-N-methyl-acetamide). Yields the product ClC1=CC=C2C(=CN(C2=C1)CC(=O)NC)C(=O)N1CCC(CC1)C1=CC=CC=2CCOC21 (2-{6-Chloro-3-[4-(2,3-dihydro-benzofuran-7-yl)-piperidine-1-carbonyl]-indol-1-yl}-N-methyl-acetamide). As a reaction SMILES: [Cl:1][C:2]1[CH:10]=[C:9]2[C:5]([C:6]([C:11]([N:13]3[CH2:18][CH2:17][CH:16]([C:19]4[C:27]5[O:26][CH2:25][CH2:24][C:23]=5[CH:22]=[CH:21][CH:20]=4)[CH2:15][CH2:14]3)=[O:12])=[CH:7][NH:8]2)=[CH:4][CH:3]=1.Cl[CH2:29][C:30]([NH:32][CH3:33])=[O:31]>>[Cl:1][C:2]1[CH:10]=[C:9]2[C:5]([C:6]([C:11]([N:13]3[CH2:14][CH2:15][CH:16]([C:19]4[C:27]5[O:26][CH2:25][CH2:24][C:23]=5[CH:22]=[CH:21][CH:20]=4)[CH2:17][CH2:18]3)=[O:12])=[CH:7][N:8]2[CH2:29][C:30]([NH:32][CH3:33])=[O:31])=[CH:4][CH:3]=1. Procedure details: Following general procedure II, the alkylation of (6-chloro-1H-indol-3-yl)-[4-(2,3-dihydro-benzofuran-7-yl)-piperidin-1-yl]-methanone (preparation described herein), with (commercially available) 2-chloro-N-methyl-acetamide gave the title compound. Reactants: BrC1=CC=C(C=C1)C1(CCC1)C(=O)Cl (1-(4-Bromophenyl)cyclobutanecarbonyl chloride), compound, N12CC(C(CC1)CC2)O (3-quinuclidinol). Yields the product Cl.BrC1=CC=C(C=C1)C1(CCC1)C(=O)OC1CN2CCC1CC2 (3-Quinuclidinyl 1-(4-bromophenyl)cyclobutanecarboxylate Hydrochloride). Reaction SMILES: [Br:1][C:2]1[CH:7]=[CH:6][C:5]([C:8]2([C:12]([Cl:14])=[O:13])[CH2:11][CH2:10][CH2:9]2)=[CH:4][CH:3]=1.[N:15]12[CH2:22][CH2:21][CH:18]([CH2:19][CH2:20]1)[CH:17]([OH:23])[CH2:16]2>>[ClH:14].[Br:1][C:2]1[CH:3]=[CH:4][C:5]([C:8]2([C:12]([O:23][CH:17]3[CH:18]4[CH2:21][CH2:22][N:15]([CH2:20][CH2:19]4)[CH2:16]3)=[O:13])[CH2:11][CH2:10][CH2:9]2)=[CH:6][CH:7]=1 |f:2.3|. Procedure: The title compound was prepared in an analogous manner to that in Example 36. 1-(4-Bromophenyl)cyclobutanecarbonyl chloride, prepared from the compound prepared in Example 10, was refluxed with 3-quinuclidinol overnight. The crude was chromatographed on silica gel using EtOAc-Et3N 90:10 as eluent. The yield was 0.46 g (19%); mp 222-226° C.; 1H NMR (CD3OD) δ 1.73 (m, 2H), 1.82-2.15 (m, 4H), 2.23 (br, 1H), 2.53 (m, 2H), 2.85 (m, 2H), 2.95-3.10 (m, 2H), 3.20-3.35 (m, 3H), 3.66 (m, 1H), 5.06 (m, 1H)... The reactants are [Al+3], ON=Cc1ccc2ccn(C3CCN(CCc4ccccc4F)CC3)c2c1, [H-], [H-], [H-], [H-], [Li+], [Na+], C1CCOC1, [OH-], O. Product: NCc1ccc2ccn(C3CCN(CCc4ccccc4F)CC3)c2c1. Reaction SMILES: [Al+3:29].[F:1][c:2]1[c:3]([CH2:4][CH2:5][N:6]2[CH2:7][CH2:8][CH:9]([n:12]3[cH:13][cH:14][c:15]4[cH:16][cH:17][c:18]([CH:21]=[N:22][OH:23])[cH:19][c:20]34)[CH2:10][CH2:11]2)[cH:24][cH:25][cH:26][cH:27]1.[H-:28].[H-:31].[H-:32].[H-:33].[Li+:30].[Na+:36].[O:37]1[CH2:38][CH2:39][CH2:40][CH2:41]1.[OH-:35].[OH2:34]>>[F:1][c:2]1[c:3]([CH2:4][CH2:5][N:6]2[CH2:7][CH2:8][CH:9]([n:12]3[cH:13][cH:14][c:15]4[cH:16][cH:17][c:18]([CH2:21][NH2:22])[cH:19][c:20]34)[CH2:10][CH2:11]2)[cH:24][cH:25][cH:26][cH:27]1. Reactants: CCS, CN(C)c1ccncc1, ClCCl, O=C(O)c1ccccc1P(c1ccccc1)c1ccccc1. The product is CCSC(=O)c1ccccc1P(c1ccccc1)c1ccccc1. As a reaction SMILES: [CH2:23]([CH3:24])[SH:25].[CH3:26][N:27]([c:28]1[cH:29][cH:30][n:31][cH:32][cH:33]1)[CH3:34].[Cl:35][CH2:36][Cl:37].[c:1]1([P:7]([c:8]2[c:9]([C:10](=[O:11])[OH:12])[cH:13][cH:14][cH:15][cH:16]2)[c:17]2[cH:18][cH:19][cH:20][cH:21][cH:22]2)[cH:2][cH:3][cH:4][cH:5][cH:6]1>>[c:1]1([P:7]([c:8]2[c:9]([C:10](=[O:11])[S:25][CH2:23][CH3:24])[cH:13][cH:14][cH:15][cH:16]2)[c:17]2[cH:18][cH:19][cH:20][cH:21][cH:22]2)[cH:2][cH:3][cH:4][cH:5][cH:6]1.